This data is from the Open Reaction Database (ORD), a public repository of structured organic reaction records. The task is: describe an organic reaction: reactants, conditions, products, and yield Starting materials: ClC1=NC=CC=C1C1=NOC(=C1C(=O)O)C (3-(2-chloro-pyridin-3-yl)-5-methyl-isoxazole-4-carboxylic acid), ON1N=NC2=C1N=CC=C2 (1-hydroxy-7-azabenzo-triazole), C(C)(C)N(C(C)C)CC (N,N-diisopropylethyl amine), C(C1=CC=CC=C1)OC(NCC1CC(CCC1)N)=O ((3-amino-cyclohexylmethyl)-carbamic acid benzyl ester), Cl.CN(CCCN=C=NCC)C (1-[3-(dimethyl-amino)propyl]-3-ethylcarbodiimide hydrochloride). Run in CN(C=O)C (N,N-dimethylformamide). Yields the product C(C1=CC=CC=C1)OC(NCC1CC(CCC1)NC(=O)C=1C(=NOC1C)C=1C(=NC=CC1)Cl)=O ((3-{[3-(2-Chloro-pyridin-3-yl)-5-methyl-isoxazole-4-carbonyl]-amino}-cyclohexylmethyl)-carbamic acid benzyl ester). Reaction SMILES: [Cl:1][C:2]1[C:7]([C:8]2[C:12]([C:13]([OH:15])=O)=[C:11]([CH3:16])[O:10][N:9]=2)=[CH:6][CH:5]=[CH:4][N:3]=1.[CH2:17]([O:24][C:25](=[O:35])[NH:26][CH2:27][CH:28]1[CH2:33][CH2:32][CH2:31][CH:30]([NH2:34])[CH2:29]1)[C:18]1[CH:23]=[CH:22][CH:21]=[CH:20][CH:19]=1.Cl.CN(C)CCCN=C=NCC.ON1C2N=CC=CC=2N=N1.C(N(CC)C(C)C)(C)C>CN(C)C=O>[CH2:17]([O:24][C:25](=[O:35])[NH:26][CH2:27][CH:28]1[CH2:33][CH2:32][CH2:31][CH:30]([NH:34][C:13]([C:12]2[C:8]([C:7]3[C:2]([Cl:1])=[N:3][CH:4]=[CH:5][CH:6]=3)=[N:9][O:10][C:11]=2[CH3:16])=[O:15])[CH2:29]1)[C:18]1[CH:19]=[CH:20][CH:21]=[CH:22][CH:23]=1 |f:2.3|. Procedure details: Combine 3-(2-chloro-pyridin-3-yl)-5-methyl-isoxazole-4-carboxylic acid (0.50 g, 0.0021 mol) with (3-amino-cyclohexylmethyl)-carbamic acid benzyl ester (0.63 g, 0.0021 mol), 1-[3-(dimethyl-amino)propyl]-3-ethylcarbodiimide hydrochloride (0.40, 0.0021 mol), 1-hydroxy-7-azabenzo-triazole (0.29 g, 0.0021 mol), and N,N-diisopropylethyl amine (1.10 mL, 0.0063 mol), in N,N-dimethylformamide (10 mL). Stir over a weekend at ambient temperature. Concentrate in vacuo and take up in water and extract with e... The reactants are COC(C(COCC1=CC=CC=C1)N(C)C(=O)OC(C)(C)C)=O (3-Benzyloxy-2-(tert-butoxycarbonyl-methyl-amino)-propionic acid methyl ester), Cl (hydrochloric acid). Run in ClCCl (dichloromethane), C(C)(C)O (isopropyl alcohol). Reaction conditions: time 2 hour. The product is Cl.COC(C(COCC1=CC=CC=C1)NC)=O (3-Benzyloxy-2-methylamino-propionic acid methyl ester hydrochloride salt). RXN SMILES: [CH3:1][O:2][C:3](=[O:23])[CH:4]([N:14](C(OC(C)(C)C)=O)[CH3:15])[CH2:5][O:6][CH2:7][C:8]1[CH:13]=[CH:12][CH:11]=[CH:10][CH:9]=1.[ClH:24]>ClCCl.C(O)(C)C>[ClH:24].[CH3:1][O:2][C:3](=[O:23])[CH:4]([NH:14][CH3:15])[CH2:5][O:6][CH2:7][C:8]1[CH:13]=[CH:12][CH:11]=[CH:10][CH:9]=1 |f:4.5|. Reported procedure: 3-Benzyloxy-2-(tert-butoxycarbonyl-methyl-amino)-propionic acid methyl ester (0.6 g, 1.86 mmol) was dissolved in dichloromethane and then added slowly into a mixture of hydrochloric acid in isopropyl alcohol ([5M], 3 mL). The reaction mixture was stirred for 2 hours at room temperature. The solvent was then evaporated and the residue was kept on high vacuum atmosphere overnight to yield a crude product as an oil. The crude product was stored in the freezer as an oil. The reactants are CCC1(O)OC(C(CNC(=O)NC)OC)C(O)C1O, CC(=O)O, O=N[O-], [Na+], O. Yields the product CCC1(O)OC(C(CNC(=O)N(C)N=O)OC)C(O)C1O. As a reaction SMILES: [CH2:5]([CH3:6])[C:7]1([OH:8])[CH:9]([OH:10])[CH:11]([OH:12])[CH:13]([CH:15]([O:16][CH3:17])[CH2:18][NH:19][C:20](=[O:21])[NH:22][CH3:23])[O:14]1.[CH3:25][C:26](=[O:27])[OH:28].[N:1](=[O:2])[O-:3].[Na+:4].[OH2:24]>>[N:1](=[O:3])[N:22]([C:20]([NH:19][CH2:18][CH:15]([CH:13]1[CH:11]([OH:12])[CH:9]([OH:10])[C:7]([CH2:5][CH3:6])([OH:8])[O:14]1)[O:16][CH3:17])=[O:21])[CH3:23]. The reactants are [Br-], C1CCOC1, C[Mg+], CCOCC, O=Cc1ccc(-c2ccc3c(N4CCOCC4)nc(Cl)nc3c2)o1. Product: CC(O)c1ccc(-c2ccc3c(N4CCOCC4)nc(Cl)nc3c2)o1. RXN SMILES: [Br-:25].[CH2:33]1[O:34][CH2:35][CH2:36][CH2:37]1.[CH3:26][Mg+:27].[CH3:28][CH2:29][O:30][CH2:31][CH3:32].[Cl:1][c:2]1[n:3][c:4]2[cH:5][c:6](-[c:18]3[cH:19][cH:20][c:21]([CH:23]=[O:24])[o:22]3)[cH:7][cH:8][c:9]2[c:10]([N:12]2[CH2:13][CH2:14][O:15][CH2:16][CH2:17]2)[n:11]1>>[Cl:1][c:2]1[n:3][c:4]2[cH:5][c:6](-[c:18]3[cH:19][cH:20][c:21]([CH:23]([OH:24])[CH3:28])[o:22]3)[cH:7][cH:8][c:9]2[c:10]([N:12]2[CH2:13][CH2:14][O:15][CH2:16][CH2:17]2)[n:11]1. Reactants: CCn1c(C2CC2)nc2c(N3CCOCC3C)nc(-c3ccc(Nc4cccc(OCc5ccccc5)n4)cc3)nc21, CO, CCOC(C)=O, [OH-], [OH-], [Pd+2]. The product is CCn1c(C2CC2)nc2c(N3CCOCC3C)nc(-c3ccc(Nc4cccc(=O)[nH]4)cc3)nc21. As a reaction SMILES: [CH2:1]([c:2]1[cH:3][cH:4][cH:5][cH:6][cH:7]1)[O:8][c:9]1[cH:10][cH:11][cH:12][c:13]([NH:15][c:16]2[cH:17][cH:18][c:19](-[c:22]3[n:23][c:24]([N:36]4[CH:37]([CH3:42])[CH2:38][O:39][CH2:40][CH2:41]4)[c:25]4[n:26][c:27]([CH:33]5[CH2:34][CH2:35]5)[n:28]([CH2:31][CH3:32])[c:29]4[n:30]3)[cH:20][cH:21]2)[n:14]1.[CH3:43][OH:44].[CH3:45][CH2:46][O:47][C:48]([CH3:49])=[O:50].[OH-:51].[OH-:52].[Pd+2:53]>>[O:8]=[c:9]1[cH:10][cH:11][cH:12][c:13]([NH:15][c:16]2[cH:17][cH:18][c:19](-[c:22]3[n:23][c:24]([N:36]4[CH:37]([CH3:42])[CH2:38][O:39][CH2:40][CH2:41]4)[c:25]4[n:26][c:27]([CH:33]5[CH2:34][CH2:35]5)[n:28]([CH2:31][CH3:32])[c:29]4[n:30]3)[cH:20][cH:21]2)[nH:14]1. Conditions: temperature 20 celsius, time 18 hour. Reaction SMILES: N(C(OCC)=O)=NC(OCC)=O.[CH3:13][C:14]([O:17][C:18](=[O:30])[NH:19][CH2:20][CH2:21][CH:22]([OH:29])[C:23]1[CH:24]=[N:25][CH:26]=[CH:27][CH:28]=1)([CH3:16])[CH3:15].[Cl:31][C:32]1[CH:37]=[CH:36][C:35]([C:38]([F:41])([F:40])[F:39])=[CH:34][C:33]=1O.C1(P(C2C=CC=CC=2)C2C=CC=CC=2)C=CC=CC=1>O1CCCC1>[CH3:16][C:14]([O:17][C:18](=[O:30])[NH:19][CH2:20][CH2:21][CH:22]([O:29][C:33]1[CH:34]=[C:35]([C:38]([F:40])([F:41])[F:39])[CH:36]=[CH:37][C:32]=1[Cl:31])[C:23]1[CH:24]=[N:25][CH:26]=[CH:27][CH:28]=1)([CH3:13])[CH3:15]. Isolated yield 79.5%. Procedure: Diethyl azodicarboxylate (0.71 ml, 4.47 mmol) was added to a solution of [3-hydroxy-3-(3-pyridinyl)propyl]carbamic acid 1,1-dimethylethyl ester (Example 58(b)) (291 mg, 1.15 mmol), 2-chloro-5-trifluoromethylphenol (232 mg, 1.18 mmol) and triphenylphosphine (455 mg, 1.73 mmol) in tetrahydrofuran (6 ml) at 0° C. and stirred at 20° C. for 18 h. The reaction was concentrated in vacuo and the residue purified by chromatography on silica, eluting with petrol—diethyl ether to afford the sub-title compo... Yields the product CC(C)(C)OC(NCCC(C=1C=NC=CC1)OC1=C(C=CC(=C1)C(F)(F)F)Cl)=O ((3-(2-Chloro-5-trifluoromethylphenoxy)-3-(3-pyridinyl)propyl]-carbamic acid 1,1-dimethylethyl ester). Solvent: O1CCCC1 (tetrahydrofuran). The reactants are N(=NC(=O)OCC)C(=O)OCC (Diethyl azodicarboxylate), CC(C)(C)OC(NCCC(C=1C=NC=CC1)O)=O ([3-hydroxy-3-(3-pyridinyl)propyl]carbamic acid 1,1-dimethylethyl ester), ClC1=C(C=C(C=C1)C(F)(F)F)O (2-chloro-5-trifluoromethylphenol), C1(=CC=CC=C1)P(C1=CC=CC=C1)C1=CC=CC=C1 (triphenylphosphine). Reactants: C1(=CC=CC2=CC=CC=C12)NC#N (1-naphthylcyanamide), Cl.IC1=C(NC2=CC=CC=C2)C=CC=C1 (o-iodophenylaniline hydrochloride). Run in ClC1=CC=CC=C1 (chlorobenzene). The product is C1(=CC=CC2=CC=CC=C12)NC(=N)NC1=C(C=CC=C1)I (N-(1-naphthyl)-N'-(o-iodophenyl)-guanidine). Yield: 33.5%. RXN SMILES: [C:1]1([NH:11][C:12]#[N:13])[C:10]2[C:5](=[CH:6][CH:7]=[CH:8][CH:9]=2)[CH:4]=[CH:3][CH:2]=1.Cl.[I:15][C:16]1[CH:28]=[CH:27][CH:26]=[CH:25][C:17]=1[NH:18]C1C=CC=CC=1>ClC1C=CC=CC=1>[C:1]1([NH:11][C:12]([NH:18][C:17]2[CH:25]=[CH:26][CH:27]=[CH:28][C:16]=2[I:15])=[NH:13])[C:10]2[C:5](=[CH:6][CH:7]=[CH:8][CH:9]=2)[CH:4]=[CH:3][CH:2]=1 |f:1.2|. Procedure: A solution of 1-naphthylcyanamide (182 mg, 1.08 mmol) and o-iodophenylaniline hydrochloride (279 mg, 1.09 mmol) in chlorobenzene (5 ml) was heated at 135°-140° C. for 14 hours. It was concentrated and the residue was partitioned between dichloromethane and 10% NaOH solution. The organic layer was dried over Na2SO4 and concentrated. The resulting light green residue was recrystallized from 95% EtOH-H2O to give N-(1-naphthyl)-N'-(o-iodophenyl)-guanidine (140 mg, 33%) as off-white needles. mp 154°-...